This data is from the Open Reaction Database (ORD), a public repository of structured organic reaction records. The task is: describe an organic reaction: reactants, conditions, products, and yield The reactants are N1=CC(=CC=C1)CCN (2-pyridine-3-yl-ethyl amine), ClC1=C2C(=NC=C1)C=C(S2)C(=O)[O-].[Li+] (lithium 7-chloro-thieno[3,2-b]pyridine-2-carboxylate). Yields the product N1=CC(=CC=C1)CCNC(=O)C1=CC2=NC=CC(=C2S1)Cl (7-Chloro-thieno[3,2-b]pyridine-2-carboxylic acid (2-pyridin-3-yl-ethyl)-amide). As a reaction SMILES: [N:1]1[CH:6]=[CH:5][CH:4]=[C:3]([CH2:7][CH2:8][NH2:9])[CH:2]=1.[Cl:10][C:11]1[CH:16]=[CH:15][N:14]=[C:13]2[CH:17]=[C:18]([C:20]([O-])=[O:21])[S:19][C:12]=12.[Li+]>>[N:1]1[CH:6]=[CH:5][CH:4]=[C:3]([CH2:7][CH2:8][NH:9][C:20]([C:18]2[S:19][C:12]3[C:13](=[N:14][CH:15]=[CH:16][C:11]=3[Cl:10])[CH:17]=2)=[O:21])[CH:2]=1 |f:1.2|. Procedure: The title compound was prepared from 2-pyridine-3-yl-ethyl amine and lithium 7-chloro-thieno[3,2-b]pyridine-2-carboxylate by a procedure analogous to Example 1B. MS: 318/320 (MH+); HPLC Rf: 4.27 min.; HPLC purity 76%. Reactants: BrC1=CC=C(C(=O)N2CCC(CC2)(O)C2=C(C=CC=C2)O)C=C1 (1-(4-bromobenzoyl)-4-(2-hydroxyphenyl)-4-hydroxypiperidine), C([O-])([O-])=O.[K+].[K+] (potassium carbonate), C(C)OC(C(C)(C)Br)=O (ethylα-bromoisobutyrate), O (water). Product: BrC1=CC=C(C(=O)N2CCC(CC2)(O)C=2C=C(OC(C(=O)OCC)(C)C)C=CC2)C=C1 (ethyl 3-{1-(4-bromobenzoyl)-4-hydroxypiperidin-4-yl}α,α-dimethylphenoxyacetate). The yield is 86.4%. As a reaction SMILES: [Br:1][C:2]1[CH:23]=[CH:22][C:5]([C:6]([N:8]2[CH2:13][CH2:12][C:11]([C:15]3[CH:20]=[CH:19][CH:18]=[CH:17][C:16]=3O)([OH:14])[CH2:10][CH2:9]2)=[O:7])=[CH:4][CH:3]=1.C(=O)([O-])[O-:25].[K+].[K+].O.[CH2:31]([O:33][C:34](=[O:39])[C:35](Br)([CH3:37])[CH3:36])[CH3:32]>>[Br:1][C:2]1[CH:3]=[CH:4][C:5]([C:6]([N:8]2[CH2:13][CH2:12][C:11]([C:15]3[CH:16]=[C:17]([CH:18]=[CH:19][CH:20]=3)[O:25][C:35]([CH3:37])([CH3:36])[C:34]([O:33][CH2:31][CH3:32])=[O:39])([OH:14])[CH2:10][CH2:9]2)=[O:7])=[CH:22][CH:23]=1 |f:1.2.3|. Procedure: 801 mg of {1-(4-bromobenzoyl)-4-(2-hydroxyphenyl)-4-hydroxypiperidine was stirred for 9 hours at the ambient temperature of 100° C. in the presence of 1.20 g (8.68 mmol) of potassium carbonate in 4.00 g (20.5 ml) of ethylα-bromoisobutyrate. After completion of the reaction, The reaction mixture was cooled, and water was added thereto, followed by extraction with chloroform. Subsequently, the extract was dried over anhydrous sodium sulfate. Chloroform and the remained ethyl α-bromoisobutyrate was...